Dataset: the Open Reaction Database (ORD), a public repository of structured organic reaction records. Task: describe an organic reaction: reactants, conditions, products, and yield As a reaction SMILES: [NH2:1][C:2]1[CH:10]=[CH:9][CH:8]=[CH:7][C:3]=1[C:4]([NH2:6])=[O:5].[Cl:11][C:12]1[N:17]=[C:16](Cl)[C:15]([Cl:19])=[CH:14][N:13]=1.Cl>CC(O)C>[Cl:11][C:12]1[N:17]=[C:16]([NH:1][C:2]2[CH:10]=[CH:9][CH:8]=[CH:7][C:3]=2[C:4]([NH2:6])=[O:5])[C:15]([Cl:19])=[CH:14][N:13]=1. Yields the product ClC1=NC=C(C(=N1)NC1=C(C(=O)N)C=CC=C1)Cl (2-(2,5-dichloropyrimidin-4-ylamino)benzamide). Procedure: A mixture of 2-aminobenzamide (681 mg, 5.0 mmol), 2,4,5-trichloropyrimidine (2.75 g, 15 mmol, 3 equiv.) and concentrated HCl (aq) (1.72 mL, 20 mmol, 4 equiv.) in 2-propanol (100 mL) is heated at 60° C. for 12 h. The 2-propanol solvent is removed in vacuo. The resulting residue is neutralized to approximately pH=7 by adding 1 N NaOH (aq) followed by partition between EtOAc and water. Upon partition between EtOAc and water, a significant amount of precipitate is produced. This precipitate is colle... Conditions: temperature 60 celsius. The reactants are NC1=C(C(=O)N)C=CC=C1 (2-aminobenzamide), ClC1=NC=C(C(=N1)Cl)Cl (2,4,5-trichloropyrimidine), Cl (HCl). Solvent: CC(C)O (2-propanol). Starting materials: N1=CC(=CC=C1)C1=CC=C(C=C1)CO ((4-pyridin-3-yl-phenyl)-methanol), C[N+]1(CCOCC1)[O-] (4-methylmorpholine N-oxide). Reagents/catalysts: [Ru](=O)(=O)(=O)[O-].C(CC)[N+](CCC)(CCC)CCC (tetrapropylammonium perruthenate). Run at time 2 hour. The product is N1=CC(=CC=C1)C1=CC=C(C=O)C=C1 (4-Pyridin-3-yl-benzaldehyde). The yield is 56.6%. RXN SMILES: [N:1]1[CH:6]=[CH:5][CH:4]=[C:3]([C:7]2[CH:12]=[CH:11][C:10]([CH2:13][OH:14])=[CH:9][CH:8]=2)[CH:2]=1.C[N+]1([O-])CCOCC1>[Ru]([O-])(=O)(=O)=O.C([N+](CCC)(CCC)CCC)CC>[N:1]1[CH:6]=[CH:5][CH:4]=[C:3]([C:7]2[CH:12]=[CH:11][C:10]([CH:13]=[O:14])=[CH:9][CH:8]=2)[CH:2]=1 |f:2.3|. Procedure: To a solution of (4-pyridin-3-yl-phenyl)-methanol (20 mg in 1.0 mL methylene chloride) was added 25 mg 4-methylmorpholine N-oxide, 20 mg 4 Å molecular sieves and 4 mg tetrapropylammonium perruthenate and the mixture stirred at room temperature. After 2 hours, the mixture was applied to a silica gel column and purified by flash chromatography (hexane:ethyl acetate, 40:60; then 60:40) to give the title compound (11.2 mg). Reactants: C(C)(C)(C)C1=C(C=CC(=C1)C(=O)O)C1=CC=C(C=C1)CCCN(C[C@@H](C=1C=NC=CC1)O)C(=O)OC(C)(C)C (tert-butyl 4′-[3-[(tert-butoxycarbonyl)-[(2R)-2-hydroxy-2-(3-pyridyl)ethyl]amino]propyl]-1,1′-biphenyl-4-carboxylic acid), Cl (hydrochloride). Solvent: O1CCOCC1 (dioxane). The product is Cl.Cl.O[C@@H](CNCCCC1=CC=C(C=C1)C1=CC=C(C=C1)C(=O)O)C=1C=NC=CC1 (4′-[3-[[(2R)-2-hydroxy-2-(3-pyridyl)ethyl]-amino]propyl]-1,1′-biphenyl-4-carboxylic acid dihydrochloride). RXN SMILES: C([C:5]1[CH:10]=[C:9]([C:11]([OH:13])=[O:12])[CH:8]=[CH:7][C:6]=1[C:14]1[CH:19]=[CH:18][C:17]([CH2:20][CH2:21][CH2:22][N:23](C(OC(C)(C)C)=O)[CH2:24][C@H:25]([OH:32])[C:26]2[CH:27]=[N:28][CH:29]=[CH:30][CH:31]=2)=[CH:16][CH:15]=1)(C)(C)C.[ClH:40]>O1CCOCC1>[ClH:40].[ClH:40].[OH:32][C@H:25]([C:26]1[CH:27]=[N:28][CH:29]=[CH:30][CH:31]=1)[CH2:24][NH:23][CH2:22][CH2:21][CH2:20][C:17]1[CH:16]=[CH:15][C:14]([C:6]2[CH:7]=[CH:8][C:9]([C:11]([OH:13])=[O:12])=[CH:10][CH:5]=2)=[CH:19][CH:18]=1 |f:3.4.5|. Procedure: A solution of tert-butyl 4′-[3-[(tert-butoxycarbonyl)-[(2R)-2-hydroxy-2-(3-pyridyl)ethyl]amino]propyl]-1,1′-biphenyl-4-carboxylic acid (90 mg) and 4N hydrochloride in dioxane (5.0 ml) was stirred at room temperature for 24 hours. The resultant solid was collected by filtration and dried to give 4′-[3-[[(2R)-2-hydroxy-2-(3-pyridyl)ethyl]-amino]propyl]-1,1′-biphenyl-4-carboxylic acid dihydrochloride (80 mg) as a white solid. Starting materials: ClC1=C(C(=O)O)C=C(C(=C1Cl)Cl)F (2,3,4-trichloro-5-fluorobenzoic acid), S(=O)(Cl)Cl (thionyl chloride). The product is ClC1=C(C(=O)Cl)C=C(C(=C1Cl)Cl)F (2,3,4-Trichloro-5-fluoro-benzoyl chloride). Reaction SMILES: [Cl:1][C:2]1[C:10]([Cl:11])=[C:9]([Cl:12])[C:8]([F:13])=[CH:7][C:3]=1[C:4](O)=[O:5].S(Cl)([Cl:16])=O>>[Cl:1][C:2]1[C:10]([Cl:11])=[C:9]([Cl:12])[C:8]([F:13])=[CH:7][C:3]=1[C:4]([Cl:16])=[O:5]. Reported procedure: 737 g (3.02 mols) of 2,3,4-trichloro-5-fluorobenzoic acid are introduced into 1.5 liters of thionyl chloride at room temperature, and the mixture is refluxed for 16 hours until the gas evolution ceases. Excess thionyl chloride is removed by distillation, and the residue is distilled. The reactants are ClC1=C2C3=C(C(=NC2=CC=N1)Cl)C=CN=C3 (1,6-dichloropyrido[4,3-c]-1,6-naphthyridine), C(C)(C)[Mg]Br (isopropylmagnesium bromide). Reagents/catalysts: C1=CC=C(C=C1)P(CCP(C2=CC=CC=C2)C3=CC=CC=C3)C4=CC=CC=C4.[Cl-].[Cl-].[Ni+2] (1,2-bis(diphenylphosphino)ethanenickel(II) chloride). Solvent: C1CCOC1 (THF). Conditions: temperature -10 celsius, time 30 minute. Yields the product ClC1=C2C3=C(C(=NC2=CC=N1)C(C)C)C=CN=C3 (1-chloro-6-isopropylpyrido[4,3-c]-1,6-naphthyridine). RXN SMILES: [Cl:1][C:2]1[N:11]=[CH:10][CH:9]=[C:8]2[C:3]=1[C:4]1[CH:16]=[N:15][CH:14]=[CH:13][C:5]=1[C:6](Cl)=[N:7]2.[CH:17]([Mg]Br)([CH3:19])[CH3:18]>C1COCC1.C1C=CC(P(C2C=CC=CC=2)CCP(C2C=CC=CC=2)C2C=CC=CC=2)=CC=1.[Cl-].[Cl-].[Ni+2]>[Cl:1][C:2]1[N:11]=[CH:10][CH:9]=[C:8]2[C:3]=1[C:4]1[CH:16]=[N:15][CH:14]=[CH:13][C:5]=1[C:6]([CH:17]([CH3:19])[CH3:18])=[N:7]2 |f:3.4.5.6|. Procedure: To a solution of 1,6-dichloropyrido[4,3-c]-1,6-naphthyridine (50 mg, 0.200 mmol) and 1,2-bis(diphenylphosphino)ethanenickel(II) chloride (1.056 mg, 1.999 μmol) in THF (0.4 mL). The mixture was cooled to −10° C. in a methanol-ice bath, and isopropylmagnesium bromide (220 μl 0.220 mmol, 1 M in THF) was added dropwise. The reaction mixture was stirred at −10° C. for 30 min. The mixture was then allowed to warm to room temperature and then stirred for 30 min. The reaction mixture was quenched with a... Starting materials: C(C)OC(=O)C1SC2=C(N(C1=O)C)C=CC=C2 (2-ethoxycarbonyl-4-methyl-2H-1,4-benzothiazin-3(4H)one), NC=1SC=CN1 (2-aminothiazole). Solvent: C=1(C(=CC=CC1)C)C (xylene). Product: CN1C(C(SC2=C1C=CC=C2)C(NC=2SC=CN2)=O)=O (4-methyl-2-(2-thiazolylcarbamoyl)-2H-1,4-benzothiazin-3(4H)one). Isolated yield 15.5%. Reaction SMILES: C(O[C:4]([CH:6]1[C:11](=[O:12])[N:10]([CH3:13])[C:9]2[CH:14]=[CH:15][CH:16]=[CH:17][C:8]=2[S:7]1)=[O:5])C.[NH2:18][C:19]1[S:20][CH:21]=[CH:22][N:23]=1>C1(C)C(C)=CC=CC=1>[CH3:13][N:10]1[C:9]2[CH:14]=[CH:15][CH:16]=[CH:17][C:8]=2[S:7][CH:6]([C:4](=[O:5])[NH:18][C:19]2[S:20][CH:21]=[CH:22][N:23]=2)[C:11]1=[O:12]. Procedure: A mixture of 2-ethoxycarbonyl-4-methyl-2H-1,4-benzothiazin-3(4H)one (6.22 g), 2-aminothiazole (7.43 g), and xylene (31 ml) was refluxed for 6 hours. After being cooled, the mixture was washed with 10% hydrochloric acid, water, dried over magnesium sulfate, and evaporated under reduced pressure. The residue was crystallized from diethyl ether and collected by filtration. The crude crystals were purified by recrystallization from acetonitrile to yield 1.17 g of 4-methyl-2-(2-thiazolylcarbamoyl)-2H... Reactants: CCO, CC(=O)O, CCOC(C)=O, O=[N+]([O-])c1nccn1Cc1cc(Cl)cc(Cl)c1. Yields the product Nc1nccn1Cc1cc(Cl)cc(Cl)c1. As a reaction SMILES: [CH3:18][CH2:19][OH:20].[CH3:21][C:22](=[O:23])[OH:24].[CH3:25][CH2:26][O:27][C:28]([CH3:29])=[O:30].[Cl:1][c:2]1[cH:3][c:4]([CH2:5][n:6]2[c:7]([N+:11]([O-:12])=[O:13])[n:8][cH:9][cH:10]2)[cH:14][c:15]([Cl:17])[cH:16]1>>[Cl:1][c:2]1[cH:3][c:4]([CH2:5][n:6]2[c:7]([NH2:11])[n:8][cH:9][cH:10]2)[cH:14][c:15]([Cl:17])[cH:16]1. The product is CC1=NN=C(S1)C1=NSC2=C1C=C(C=C2)[N+](=O)[O-] (3-(5-Methyl-1,3,4-thiadiazol-2-yl)-5-nitro-1,2-benzisothiazole). Starting materials: resultant mixture, CC1=NN=C(S1)C1=NSC2=C1C=CC=C2 (3-(5-methyl-1,3,4-thiadiazol-2-yl)-1,2-benzisothiazole), S(O)(O)(=O)=O (sulfuric acid), ice water, [N+](=O)(O)[O-] (nitric acid). As a reaction SMILES: [CH3:1][C:2]1[S:6][C:5]([C:7]2[C:11]3[CH:12]=[CH:13][CH:14]=[CH:15][C:10]=3[S:9][N:8]=2)=[N:4][N:3]=1.S(=O)(=O)(O)O.[N+:21]([O-])([OH:23])=[O:22]>C(Cl)Cl>[CH3:1][C:2]1[S:6][C:5]([C:7]2[C:11]3[CH:12]=[C:13]([N+:21]([O-:23])=[O:22])[CH:14]=[CH:15][C:10]=3[S:9][N:8]=2)=[N:4][N:3]=1. The solvent is C(Cl)Cl (methylene chloride). Procedure: To a mixture of 3-(5-methyl-1,3,4-thiadiazol-2-yl)-1,2-benzisothiazole(6.8 g, 0.0291 mol) and conc. sulfuric acid at 10° C. is added 90% nitric acid (3.20 ml, 0.582 mol) dropwise. The resultant mixture is stirred 90 min at 0-10° C. and poured into ice water with stirring. Filtration affords a solid which is stirred in hot methylene chloride and filtered to afford the title compound as a tan solid (mp 239-240° C.) which is identified by NMR analysis. RXN SMILES: [C:42](=[O:43])([O-:44])[O-:45].[CH2:48]1[O:49][CH2:50][CH2:51][O:52][CH2:53]1.[CH3:34][C:35]1([CH3:41])[CH2:36][NH:37][CH2:38][CH2:39][CH2:40]1.[Cs+:46].[Cs+:47].[F:1][C:2]([c:3]1[cH:4][c:5]([CH:13]2[CH:14]([CH3:31])[N:15]([CH2:19][c:20]3[c:21]([I:30])[cH:22][cH:23][c:24]([C:26]([F:27])([F:28])[F:29])[cH:25]3)[C:16](=[O:18])[O:17]2)[cH:6][c:7]([C:9]([F:10])([F:11])[F:12])[cH:8]1)([F:32])[F:33]>>[F:1][C:2]([c:3]1[cH:4][c:5]([CH:13]2[CH:14]([CH3:31])[N:15]([CH2:19][c:20]3[c:21]([N:37]4[CH2:36][C:35]([CH3:34])([CH3:41])[CH2:40][CH2:39][CH2:38]4)[cH:22][cH:23][c:24]([C:26]([F:27])([F:28])[F:29])[cH:25]3)[C:16](=[O:18])[O:17]2)[cH:6][c:7]([C:9]([F:10])([F:11])[F:12])[cH:8]1)([F:32])[F:33]. The reactants are O=C([O-])[O-], C1COCCO1, CC1(C)CCCNC1, [Cs+], [Cs+], CC1C(c2cc(C(F)(F)F)cc(C(F)(F)F)c2)OC(=O)N1Cc1cc(C(F)(F)F)ccc1I. Yields the product CC1C(c2cc(C(F)(F)F)cc(C(F)(F)F)c2)OC(=O)N1Cc1cc(C(F)(F)F)ccc1N1CCCC(C)(C)C1.